From a dataset of the Open Reaction Database (ORD), a public repository of structured organic reaction records. describe an organic reaction: reactants, conditions, products, and yield Reported procedure: To a stirred mixture of ZnBr2 (13 g, 57.72 mmol, 2.00 equiv) in THF (230 mL) under nitrogen at 0° C. was added dropwise EtMgBr (19.5 mL, 3 M in THF). After 30 minutes at 0° C., the temperature was lowered to −78° C. and Pd(dppf)Cl2 (2 g, 2.73 mmol, 0.09 equiv) was added followed by dropwise addition of a solution of methyl 2-bromo-4-methylbenzoate (6.6 g, 28.81 mmol, 1.00 equiv) in tetrahydrofuran (200 mL). The resulting mixture was allowed to slowly reach ambient temperature and stirred under n... The reagents and catalysts are [Zn+2].[Br-].[Br-] (ZnBr2), C1=CC=C(C=C1)P([C-]2C=CC=C2)C3=CC=CC=C3.C1=CC=C(C=C1)P([C-]2C=CC=C2)C3=CC=CC=C3.Cl[Pd]Cl.[Fe+2] (Pd(dppf)Cl2). Starting materials: CC[Mg+].[Br-] (EtMgBr), BrC1=C(C(=O)OC)C=CC(=C1)C (methyl 2-bromo-4-methylbenzoate). RXN SMILES: [CH3:1][CH2:2][Mg+].[Br-].Br[C:6]1[CH:15]=[C:14]([CH3:16])[CH:13]=[CH:12][C:7]=1[C:8]([O:10][CH3:11])=[O:9]>C1COCC1.[Zn+2].[Br-].[Br-].C1C=CC(P(C2C=CC=CC=2)[C-]2C=CC=C2)=CC=1.C1C=CC(P(C2C=CC=CC=2)[C-]2C=CC=C2)=CC=1.Cl[Pd]Cl.[Fe+2]>[CH2:1]([C:6]1[CH:15]=[C:14]([CH3:16])[CH:13]=[CH:12][C:7]=1[C:8]([O:10][CH3:11])=[O:9])[CH3:2] |f:0.1,4.5.6,7.8.9.10|. Yields the product C(C)C1=C(C(=O)OC)C=CC(=C1)C (Methyl 2-ethyl-4-methylbenzoate). Solvent: C1CCOC1 (THF), O1CCCC1 (tetrahydrofuran). Yield: 72.0%. Run at time 30 minute. The reactants are ice water, BrC1=CC=C(C=C1)C=1N(C(N=CC1)C1=C(C=CC=C1F)F)Cl (4-(4-bromophenyl)-2-(2,6-difluorophenyl)-3-chloropyrimidine), [C-]#N.[K+] (KCN), C1(=C(C=CC=C1)S(=O)[O-])C.[Na+] (sodium tolylsulfinate). Solvent: CN(C=O)C (dimethylformamide). Run at temperature 80 celsius, time 3 hour. Product: BrC1=CC=C(C=C1)C=1N(C(N=CC1)C1=C(C=CC=C1F)F)C#N (4-(4-bromophenyl)-3-cyano-2-(2,6-difluorophenyl)-pyrimidine), compound 3.355. Reaction SMILES: [Br:1][C:2]1[CH:7]=[CH:6][C:5]([C:8]2[N:9](Cl)[CH:10]([C:14]3[C:19]([F:20])=[CH:18][CH:17]=[CH:16][C:15]=3[F:21])[N:11]=[CH:12][CH:13]=2)=[CH:4][CH:3]=1.[C-:23]#[N:24].[K+].C1(C)C=CC=CC=1S([O-])=O.[Na+]>CN(C)C=O>[Br:1][C:2]1[CH:7]=[CH:6][C:5]([C:8]2[N:9]([C:23]#[N:24])[CH:10]([C:14]3[C:19]([F:20])=[CH:18][CH:17]=[CH:16][C:15]=3[F:21])[N:11]=[CH:12][CH:13]=2)=[CH:4][CH:3]=1 |f:1.2,3.4|. Procedure: 6 g of 4-(4-bromophenyl)-2-(2,6-difluorophenyl)-3-chloropyrimidine, 80 ml of dimethylformamide, 1.53 g of KCN and 0.93 g of sodium tolylsulfinate are mixed together, stirred for 3 hours at 80° C., mixed with ice water and filtered. After dissolving the precipitate in ethyl acetate, drying with magnesium sulfate, filtering and concentrating, the title compound is obtained with a melting point 146-148° C. (compound 3.355). Reactants: O=C([O-])[O-], CSc1nc2ccc(O)cc2s1, CN(C)C=O, CC(C)(C)OC(=O)c1cc(Cl)ccn1, [Cs+], [Cs+], O. Yields the product CSc1nc2ccc(Oc3ccnc(C(=O)OC(C)(C)C)c3)cc2s1. RXN SMILES: [C:27](=[O:28])([O-:29])[O-:30].[CH3:1][S:2][c:3]1[s:4][c:5]2[c:6]([n:7]1)[cH:8][cH:9][c:10]([OH:12])[cH:11]2.[CH3:34][N:35]([CH3:36])[CH:37]=[O:38].[Cl:13][c:14]1[cH:15][c:16]([C:20](=[O:21])[O:22][C:23]([CH3:24])([CH3:25])[CH3:26])[n:17][cH:18][cH:19]1.[Cs+:31].[Cs+:32].[OH2:33]>>[CH3:1][S:2][c:3]1[s:4][c:5]2[c:6]([n:7]1)[cH:8][cH:9][c:10]([O:12][c:14]1[cH:15][c:16]([C:20](=[O:21])[O:22][C:23]([CH3:24])([CH3:25])[CH3:26])[n:17][cH:18][cH:19]1)[cH:11]2. Reactants: Cl (hydrochloric acid), BrC1=C(C(=CC=C1)OCOC)C (1-bromo-3-methoxymethoxy-2-methylbenzene), B(OC(C)C)(OC(C)C)OC(C)C (triisopropyl borate), C(CCC)[Li] (butyllithium). Run in C1CCOC1 (THF). Conditions: temperature -78 celsius, time 30 minute. The product is COCOC=1C(=C(C=CC1)B(O)O)C (3-Methoxymethoxy-2-methylbenzene-1-boronic acid). Reaction SMILES: Br[C:2]1[CH:7]=[CH:6][CH:5]=[C:4]([O:8][CH2:9][O:10][CH3:11])[C:3]=1[CH3:12].C([Li])CCC.[B:18](OC(C)C)([O:23]C(C)C)[O:19]C(C)C.Cl>C1COCC1>[CH3:11][O:10][CH2:9][O:8][C:4]1[C:3]([CH3:12])=[C:2]([B:18]([OH:23])[OH:19])[CH:7]=[CH:6][CH:5]=1. Procedure details: 16.2 g (70 mmol) of 1-bromo-3-methoxymethoxy-2-methylbenzene are dissolved in 200 mL of anhydrous THF and the mixture is cooled to −78° C. 33.7 mL (84 mmol) of 2.5M butyllithium are added slowly and the mixture is then maintained at −78° C. for 1 hour. 19.4 mL (84 mmol) of triisopropyl borate are then added dropwise over a period of 15 minutes. The medium is stirred for 30 minutes at the same temperature and then poured into 300 mL of 1N hydrochloric acid. After the usual treatment, the whitish ... The reactants are Cl.Cl.N1(CCC1)CC1CCNCC1 (4-(Azetidin-1-ylmethyl) piperidine dihydrochloride), ClC(=O)OC1=CC=CC=C1 (phenyl chloroformate), [N+](=O)([O-])C1=CC=C(OC2=CC(=NC=C2)N)C=C1 (4-(4-Nitrophenoxy)pyridin-2-ylamine). Run in C(C)N(CC)CC (triethylamine), C(C)N(CC)CC (triethylamine), O1CCCC1 (tetrahydrofuran), CN(C=O)C (N,N-dimethylformamide). Conditions: time 1.5 hour. Product: crude product, [N+](=O)([O-])C1=CC=C(OC2=CC(=NC=C2)NC(=O)N2CCC(CC2)CN2CCC2)C=C1 (4-(Azetidin-1-ylmethyl)piperidine-1-carboxylic acid [4-(4-nitrophenoxy)pyridin-2-yl]amide). RXN SMILES: [N+:1]([C:4]1[CH:17]=[CH:16][C:7]([O:8][C:9]2[CH:14]=[CH:13][N:12]=[C:11]([NH2:15])[CH:10]=2)=[CH:6][CH:5]=1)([O-:3])=[O:2].Cl[C:19](OC1C=CC=CC=1)=[O:20].Cl.Cl.[N:30]1([CH2:34][CH:35]2[CH2:40][CH2:39][NH:38][CH2:37][CH2:36]2)[CH2:33][CH2:32][CH2:31]1>O1CCCC1.C(N(CC)CC)C.CN(C)C=O>[N+:1]([C:4]1[CH:17]=[CH:16][C:7]([O:8][C:9]2[CH:14]=[CH:13][N:12]=[C:11]([NH:15][C:19]([N:38]3[CH2:39][CH2:40][CH:35]([CH2:34][N:30]4[CH2:33][CH2:32][CH2:31]4)[CH2:36][CH2:37]3)=[O:20])[CH:10]=2)=[CH:6][CH:5]=1)([O-:3])=[O:2] |f:2.3.4|. Procedure: 4-(4-Nitrophenoxy)pyridin-2-ylamine (60 mg) was dissolved in tetrahydrofuran (3 ml) under a nitrogen atmosphere, and then triethylamine (0.109 ml) and phenyl chloroformate (0.0975 ml) were added thereto while cooling in an ice water bath, followed by warming to room temperature and stirring for 1.5 hrs. The solution was partitioned between ethyl acetate (200 ml) and a saturated aqueous solution of sodium hydrogencarbonate (50 ml). The organic layer was washed with a saturated aqueous solution of... The reactants are C1(CC1)CCOC1=CC=C(C(=O)NC(C(=O)NCCO)CC2=CC=C(C=C2)CCC)C=C1 (4-(2-Cyclopropylethoxy)-N-[2-[(2-hydroxyethyl)amino]-2-oxo-1-(4-propylbenzyl)ethyl]benzamide), C1(CC1)CCOC1=CC=C(C(=O)N\C(=C/C2=CC=C(C=C2)OC2CC2)\C(=O)NCCO)C=C1 (4-(2-cyclopropylethoxy)-N-((Z)-2-[4-(cyclopropyloxy)phenyl]-1-{[(2-hydroxyethyl)amino]carbonyl}vinyl)benzamide). Yields the product C1(CC1)CCOC1=CC=C(C(=O)NC(C(=O)NCCO)CC2=CC=C(C=C2)OC2CC2)C=C1 (4-(2-Cyclopropylethoxy)-N-{1-[4-(cyclopropyloxy)benzyl]-2-[(2-hydroxyethyl)amino]-2-oxoethyl}benzamide). Isolated yield 60.4%. As a reaction SMILES: C1(CCOC2C=CC(C(NC(CC3C=CC(CCC)=CC=3)C(NCCO)=O)=O)=CC=2)CC1.[CH:33]1([CH2:36][CH2:37][O:38][C:39]2[CH:65]=[CH:64][C:42]([C:43]([NH:45]/[C:46](/[C:58]([NH:60][CH2:61][CH2:62][OH:63])=[O:59])=[CH:47]\[C:48]3[CH:53]=[CH:52][C:51]([O:54][CH:55]4[CH2:57][CH2:56]4)=[CH:50][CH:49]=3)=[O:44])=[CH:41][CH:40]=2)[CH2:35][CH2:34]1>>[CH:33]1([CH2:36][CH2:37][O:38][C:39]2[CH:65]=[CH:64][C:42]([C:43]([NH:45][CH:46]([CH2:47][C:48]3[CH:49]=[CH:50][C:51]([O:54][CH:55]4[CH2:56][CH2:57]4)=[CH:52][CH:53]=3)[C:58]([NH:60][CH2:61][CH2:62][OH:63])=[O:59])=[O:44])=[CH:41][CH:40]=2)[CH2:35][CH2:34]1. Reported procedure: A reaction similar to that described in Example (1 (1e) was conducted using 4-(2-cyclopropylethoxy)-N-((Z)-2-[4-(cyclopropyloxy)phenyl]-1-{[(2-hydroxyethyl)amino]carbonyl}vinyl)benzamide (193 mg) to give 117 mg of the title compound (white powder). Starting materials: C1(CCC1)C=C1C(C=2C=CC(=CC2CC1)C(=O)OC)=O (methyl 6-(cyclobutylmethylene)-5-oxo-5,6,7,8-tetrahydronaphthalene-2-carboxylate), Cl.ClC1=C(C#N)C=CC(=C1)NN (2-chloro-4-hydrazinylbenzonitrile hydrochloride). Product: ClC=1C=C(C=CC1C#N)N1N=C2C3=C(CCC2C1C1CCC1)C=C(C=C3)C(=O)O (2-(3-chloro-4-cyanophenyl)-3-cyclobutyl-3,3a,4,5-tetrahydro-2H-benzo[g]indazole-7-carboxylic acid). Yield: 65.0%. RXN SMILES: [CH:1]1([CH:5]=[C:6]2[CH2:15][CH2:14][C:13]3[CH:12]=[C:11]([C:16]([O:18]C)=[O:17])[CH:10]=[CH:9][C:8]=3[C:7]2=O)[CH2:4][CH2:3][CH2:2]1.Cl.[Cl:22][C:23]1[CH:30]=[C:29]([NH:31][NH2:32])[CH:28]=[CH:27][C:24]=1[C:25]#[N:26]>>[Cl:22][C:23]1[CH:30]=[C:29]([N:31]2[CH:5]([CH:1]3[CH2:4][CH2:3][CH2:2]3)[CH:6]3[C:7]([C:8]4[CH:9]=[CH:10][C:11]([C:16]([OH:18])=[O:17])=[CH:12][C:13]=4[CH2:14][CH2:15]3)=[N:32]2)[CH:28]=[CH:27][C:24]=1[C:25]#[N:26] |f:1.2|. Procedure: The title compound was prepared according to Method B and Method C from methyl 6-(cyclobutylmethylene)-5-oxo-5,6,7,8-tetrahydronaphthalene-2-carboxylate; Preparation 19 and 2-chloro-4-hydrazinylbenzonitrile hydrochloride (Preparation 1) to give 2-(3-chloro-4-cyanophenyl)-3-cyclobutyl-3,3a,4,5-tetrahydro-2H-benzo[g]indazole-7-carboxylic acid (150 mg, 0.36 mmol, 65% yield) as a yellow solid. The title compound was largely present as (±)-(3RS,3aSR)-2-(3-chloro-4-cyanophenyl)-3-cyclobutyl-3,3a,4,5-t... Starting materials: O1CCCC1 (tetrahydrofuran), [BH4-].[Li+] (lithiumborohydride), COC(CC[C@]12C(NC=3C=CC=C(C13)CCC2)=O)C(=O)O ((S)-2a-(3-methoxycarboxypropyl)-2a,3,4,5-tetrahydro-1H-benz[cd]indol-2-one). Solvent: C(OC)COC (dimethoxyethane). Conditions: time 2 day. The product is OCCCC[C@]12C(NC=3C=CC=C(C13)CCC2)=O ((S)-2a-(4-hydroxybutyl)-2a,3,4,5-tetrahydro-1H-benz[cd]indol-2-one). Yield: 58.4%. RXN SMILES: CO[CH:3]([C:19](O)=[O:20])[CH2:4][CH2:5][C@@:6]12[CH2:17][CH2:16][CH2:15][C:13]3[C:14]1=[C:9]([CH:10]=[CH:11][CH:12]=3)[NH:8][C:7]2=[O:18].O1CCCC1.[BH4-].[Li+]>C(COC)OC>[OH:20][CH2:19][CH2:3][CH2:4][CH2:5][C@@:6]12[CH2:17][CH2:16][CH2:15][C:13]3[C:14]1=[C:9]([CH:10]=[CH:11][CH:12]=3)[NH:8][C:7]2=[O:18] |f:2.3|. Procedure details: (S)-2a-(3-methoxycarboxypropyl)-2a,3,4,5-tetrahydro-1H-benz[cd]indol-2-one (4.1 g, 15 mmol) was dissolved in dimethoxyethane (60 ml). Then, tetrahydrofuran solution of 1.6 M lithiumborohydride (9.0 ml, 18 mmol) was added to the resulting solution and stirred at room temperature for two days. The solvent was evaporated from the reaction mixture, and ethyl acetate, water and hydrochloric acid (1N) were added to the resulting residue. The reaction product was extracted with ethyl acetate, and the e... Starting materials: CCOc1cc2c(cc1C(CC)=C(F)CO)C(C)(C)CCC2(C)C, C[N+]1([O-])CCOCC1, CC#N, ClCCl. Product: CCOc1cc2c(cc1C(CC)=C(F)C=O)C(C)(C)CCC2(C)C. Reaction SMILES: [CH2:1]([CH3:2])[O:3][c:4]1[c:5]([C:18](=[C:19]([CH2:20][OH:21])[F:22])[CH2:23][CH3:24])[cH:6][c:7]2[c:12]([cH:13]1)[C:11]([CH3:14])([CH3:15])[CH2:10][CH2:9][C:8]2([CH3:16])[CH3:17].[CH3:28][N+:29]1([O-:30])[CH2:31][CH2:32][O:33][CH2:34][CH2:35]1.[CH3:36][C:37]#[N:38].[Cl:25][CH2:26][Cl:27]>>[CH2:1]([CH3:2])[O:3][c:4]1[c:5]([C:18](=[C:19]([CH:20]=[O:21])[F:22])[CH2:23][CH3:24])[cH:6][c:7]2[c:12]([cH:13]1)[C:11]([CH3:14])([CH3:15])[CH2:10][CH2:9][C:8]2([CH3:16])[CH3:17].